Dataset: the Open Reaction Database (ORD), a public repository of structured organic reaction records. Task: describe an organic reaction: reactants, conditions, products, and yield The reactants are C1(=CC=CC=C1)C(C1=CC=CC=C1)OC(=O)C=1N2C(C(C2CCC1Br)NC(COC1=CC=CC=C1)=O)=O (3-bromo-7-[(phenoxyacetyl)amino]-8-oxo-1-azabicyclo[4.2.0]oct-2-ene-2-carboxylic acid (diphenylmethyl)ester), P(OCC)(OCC)OCC (triethyl phosphite). The solvent is hexanes. Product: C1(=CC=CC=C1)C(C1=CC=CC=C1)OC(=O)C=1N2C(C(C2CCC1P(=O)(OCC)OCC)NC(COC1=CC=CC=C1)=O)=O (7-[(phenoxyacetyl)amino]-8-oxo-3-(diethoxyphosphinyl)-1-azabicyclo[4.2.0]oct-2-ene-2-carboxylic acid (diphenylmethyl) ester). Yield: 16.0%. RXN SMILES: [C:1]1([CH:7]([O:14][C:15]([C:17]2[N:18]3[CH:21]([CH2:22][CH2:23][C:24]=2Br)[CH:20]([NH:26][C:27](=[O:36])[CH2:28][O:29][C:30]2[CH:35]=[CH:34][CH:33]=[CH:32][CH:31]=2)[C:19]3=[O:37])=[O:16])[C:8]2[CH:13]=[CH:12][CH:11]=[CH:10][CH:9]=2)[CH:6]=[CH:5][CH:4]=[CH:3][CH:2]=1.[P:38]([O:45]CC)([O:42][CH2:43][CH3:44])[O:39][CH2:40][CH3:41]>>[C:1]1([CH:7]([O:14][C:15]([C:17]2[N:18]3[CH:21]([CH2:22][CH2:23][C:24]=2[P:38]([O:42][CH2:43][CH3:44])([O:39][CH2:40][CH3:41])=[O:45])[CH:20]([NH:26][C:27](=[O:36])[CH2:28][O:29][C:30]2[CH:35]=[CH:34][CH:33]=[CH:32][CH:31]=2)[C:19]3=[O:37])=[O:16])[C:8]2[CH:13]=[CH:12][CH:11]=[CH:10][CH:9]=2)[CH:6]=[CH:5][CH:4]=[CH:3][CH:2]=1. Procedure details: A solution of 3-bromo-7-[(phenoxyacetyl)amino]-8-oxo-1-azabicyclo[4.2.0]oct-2-ene-2-carboxylic acid (diphenylmethyl)ester (784 mg, 1.4 mmol) in triethyl phosphite (4 mL) was refluxed under nitrogen for 90 minutes. After cooling, the reaction was poured into hexanes. The supernatant liquid was decanted from the resulting semi-solid which was then dissolved in ethyl acetate and purified by flash-chromatography on silica gel (50% ethyl acetate/hexanes to 100% ethyl acetate) to provide 7-[(phenoxyac... The reactants are solution, [F-].C(CCC)[N+](CCCC)(CCCC)CCCC (tetrabutylammonium fluoride), [Si](C)(C)(C(C)(C)C)O[C@H]([C@@H](CCC1=CC=CC2=C1N=C(O2)C2=CC=C(C=C2)Cl)N2C=NC(=C2)C(=O)N)C (1-{(3R,4S)-4-(tert-butyldimethylsilyloxy)-1-[2-(4-chlorophenyl)-4-benzoxazolyl]-3-pentyl}imidazole-4-carboxamide), CCOC(=O)C (EtOAc), O (water). The solvent is C1CCOC1 (THF), C1CCOC1 (THF). Run at time 2 hour. Yields the product Cl.O[C@H]([C@@H](CCC1=CC=CC2=C1N=C(O2)C2=CC=C(C=C2)Cl)N2C=NC(=C2)C(=O)N)C (1-{(3R,4S)-4-hydroxy-1-[2-(4-chlorophenyl)-4-benzoxazolyl]-3-pentyl}imidazole-4-carboxamide hydrochloride). Isolated yield 116.0%. RXN SMILES: [F-].C([N+](CCCC)(CCCC)CCCC)CCC.[Si]([O:26][C@@H:27]([CH3:55])[C@H:28]([N:47]1[CH:51]=[C:50]([C:52]([NH2:54])=[O:53])[N:49]=[CH:48]1)[CH2:29][CH2:30][C:31]1[C:36]2[N:37]=[C:38]([C:40]3[CH:45]=[CH:44][C:43]([Cl:46])=[CH:42][CH:41]=3)[O:39][C:35]=2[CH:34]=[CH:33][CH:32]=1)(C(C)(C)C)(C)C.CCOC(C)=O.O>C1COCC1>[ClH:46].[OH:26][C@@H:27]([CH3:55])[C@H:28]([N:47]1[CH:51]=[C:50]([C:52]([NH2:54])=[O:53])[N:49]=[CH:48]1)[CH2:29][CH2:30][C:31]1[C:36]2[N:37]=[C:38]([C:40]3[CH:41]=[CH:42][C:43]([Cl:46])=[CH:44][CH:45]=3)[O:39][C:35]=2[CH:34]=[CH:33][CH:32]=1 |f:0.1,6.7|. Procedure: 1M solution of tetrabutylammonium fluoride in THF (0.387 ml) was added to a solution of 1-{(3R,4S)-4-(tert-butyldimethylsilyloxy)-1-[2-(4-chlorophenyl)-4-benzoxazolyl]-3-pentyl}imidazole-4-carboxamide (E0001; 0.16 g) in THF (7 ml) and the mixture was stirred at r.t. for 2 hours. EtOAc and water were added and the organic layer was separated, washed with water, dried and evaporated. The residue (0.16 g) was chromatographed over silica gel (5 g) eluting with a mixture of dichloromethane and methan... The product is C(C)OP(=O)(OCC)CC1=CC(=C(C=C1)NC1=NC=C(C(=N1)NC=1C=CC(=C2CN(C(C12)=O)C)N1CCN(CC1)CC(=O)OC(C)(C)C)C(F)(F)F)OC (tert-Butyl [4-(7-{[2-({4-[(diethoxyphosphoryl)methyl]-2-methoxyphenyl}amino)-5-(trifluoromethyl)pyrimidin-4-yl]amino}-2-methyl-1-oxo-2,3-dihydro-1H-isoindol-4-yl)piperazin-1-yl]acetate). Reported procedure: The title compound was prepared according to the procedure for Example 199 using Diethyl [4-({4-[(7-bromo-2-methyl-3-oxo-2,3-dihydro-1H-isoindol-4-yl)amino]-5-(trifluoromethyl) pyrimidin-2-yl}amino)-3-methoxybenzyl]phosphonate and piperazine-1-acetic acid tert-butyl ester.MS (ES+): m/z 778.42 (100) [MH+]; HPLC: tR=0.86 min (UPLC, purity). Starting materials: BrC=1C=CC(=C2C(N(CC12)C)=O)NC1=NC(=NC=C1C(F)(F)F)NC1=C(C=C(CP(OCC)(OCC)=O)C=C1)OC (Diethyl [4-({4-[(7-bromo-2-methyl-3-oxo-2,3-dihydro-1H-isoindol-4-yl)amino]-5-(trifluoromethyl) pyrimidin-2-yl}amino)-3-methoxybenzyl]phosphonate), C(C)(C)(C)OC(CN1CCNCC1)=O (piperazine-1-acetic acid tert-butyl ester), ( 100 ). RXN SMILES: Br[C:2]1[CH:3]=[CH:4][C:5]([NH:13][C:14]2[C:19]([C:20]([F:23])([F:22])[F:21])=[CH:18][N:17]=[C:16]([NH:24][C:25]3[CH:39]=[CH:38][C:28]([CH2:29][P:30](=[O:37])([O:34][CH2:35][CH3:36])[O:31][CH2:32][CH3:33])=[CH:27][C:26]=3[O:40][CH3:41])[N:15]=2)=[C:6]2[C:10]=1[CH2:9][N:8]([CH3:11])[C:7]2=[O:12].[C:42]([O:46][C:47](=[O:55])[CH2:48][N:49]1[CH2:54][CH2:53][NH:52][CH2:51][CH2:50]1)([CH3:45])([CH3:44])[CH3:43]>>[CH2:32]([O:31][P:30]([CH2:29][C:28]1[CH:38]=[CH:39][C:25]([NH:24][C:16]2[N:15]=[C:14]([NH:13][C:5]3[CH:4]=[CH:3][C:2]([N:52]4[CH2:51][CH2:50][N:49]([CH2:48][C:47]([O:46][C:42]([CH3:45])([CH3:44])[CH3:43])=[O:55])[CH2:54][CH2:53]4)=[C:10]4[C:6]=3[C:7](=[O:12])[N:8]([CH3:11])[CH2:9]4)[C:19]([C:20]([F:23])([F:21])[F:22])=[CH:18][N:17]=2)=[C:26]([O:40][CH3:41])[CH:27]=1)([O:34][CH2:35][CH3:36])=[O:37])[CH3:33]. The reactants are CN(S(=O)(=O)N1C(=NC(=C1)C1=C(C(=C(C=C1)Cl)Cl)Cl)C=O)C (1-(Dimethylsulphamoyl)-2-formyl-4-(2,3,4-trichlorophenyl)imidazole), Cl.C(C=C)ON (O-allylhydroxylamine hydrochloride), Cl.NO (hydroxylamine hydrochloride). The product is C(C=C)ON=CC=1N(C=C(N1)C1=C(C(=C(C=C1)Cl)Cl)Cl)S(N(C)C)(=O)=O (2-allyloxyiminomethyl-1-(dimethylsulphamoyl)-4-(2,3,4-trichlorophenyl)imidazole). As a reaction SMILES: [CH3:1][N:2]([CH3:22])[S:3]([N:6]1[CH:10]=[C:9]([C:11]2[CH:16]=[CH:15][C:14]([Cl:17])=[C:13]([Cl:18])[C:12]=2[Cl:19])[N:8]=[C:7]1[CH:20]=O)(=[O:5])=[O:4].Cl.[CH2:24]([O:27][NH2:28])[CH:25]=[CH2:26].Cl.NO>>[CH2:24]([O:27][N:28]=[CH:20][C:7]1[N:6]([S:3](=[O:5])(=[O:4])[N:2]([CH3:22])[CH3:1])[CH:10]=[C:9]([C:11]2[CH:16]=[CH:15][C:14]([Cl:17])=[C:13]([Cl:18])[C:12]=2[Cl:19])[N:8]=1)[CH:25]=[CH2:26] |f:1.2,3.4|. Procedure: 1-(Dimethylsulphamoyl)-2-formyl-4-(2,3,4-trichlorophenyl)imidazole was reacted with O-allylhydroxylamine hydrochloride in a similar manner to the reaction with hydroxylamine hydrochloride described in Example 1, to give 2-allyloxyiminomethyl-1-(dimethylsulphamoyl)-4-(2,3,4-trichlorophenyl)imidazole, m.p. 87°-88°. (Compound 9)